Dataset: the Open Reaction Database (ORD), a public repository of structured organic reaction records. Task: describe an organic reaction: reactants, conditions, products, and yield Reactants: C(CCC)OC(=O)N1CCC(CC1)=O (N-butoxycarbonyl-4-piperdone), BrBr (Br2). The solvent is C(Cl)(Cl)Cl (chloroform). Run at time 2 hour. Yields the product Br.BrC1CNCCC1=O (3-bromo-4-piperidone Hydrobromide). Yield: 163.8%. Reaction SMILES: C(OC([N:8]1[CH2:13][CH2:12][C:11](=[O:14])[CH2:10][CH2:9]1)=O)CCC.[Br:15]Br>C(Cl)(Cl)Cl>[BrH:15].[Br:15][CH:10]1[C:11](=[O:14])[CH2:12][CH2:13][NH:8][CH2:9]1 |f:3.4|. Procedure: About 2.6 g of N-butoxycarbonyl-4-piperdone (FIG. 10b) was dissolved in about 70 ml of chloroform; to this solution was added about 2.08 g Br2 over a period of about 30 minutes. The reaction was continued for about 2 hours at room temperature during which a white precipitate of the compound of FIG. 10c was formed. The reaction mixture was filtered and washed with chloroform ether to yield about 2.76 g of the compound of FIG. 10c. The reactants are C1OC=2C=C3C(NC=NC3=CC2OC1)=O (6,7-ethylenedioxyquinazolin-4(3H)-one), P(=O)(Cl)(Cl)Cl (phosphorus oxychloride), N (ammonia). Run in ice. Yields the product ClC1=NC=NC2=CC3=C(C=C12)OCCO3 (4-chloro-6,7-ethylenedioxyquinazoline). RXN SMILES: [CH2:1]1[CH2:14][O:13][C:12]2[CH:11]=[C:10]3[C:5]([C:6](=O)[NH:7][CH:8]=[N:9]3)=[CH:4][C:3]=2[O:2]1.P(Cl)(Cl)([Cl:18])=O.N>>[Cl:18][C:6]1[C:5]2[C:10](=[CH:11][C:12]3[O:13][CH2:14][CH2:1][O:2][C:3]=3[CH:4]=2)[N:9]=[CH:8][N:7]=1. Procedure: A mixture of 25.3 g. of 6,7-ethylenedioxyquinazolin-4(3H)-one and 50 ml. of phosphorus oxychloride is refluxed for 10 minutes, cooled, and added with stirring to one liter of ice. After addition of concentrated ammonia the resulting mixture is extracted with chloroform and the chloroform solution chromatographed through 300 mls. of silica gel while eluting with chloroform. Evaporation of the eluent yields 4-chloro-6,7-ethylenedioxyquinazoline, m.p. 169°-174° C.